Dataset: the Open Reaction Database (ORD), a public repository of structured organic reaction records. Task: describe an organic reaction: reactants, conditions, products, and yield Reactants: N1=CC=CC=C1 (pyridine), NC1=CC=C(C=C1)C1=CC=C(C=C1)S(=O)(=O)N1C2C(CC1C(=O)O)CCC2 (1-(4′-aminobiphenyl-4-sulfonyl)octahydrocyclopenta[b]pyrrole-2-carboxylic acid), C1(=CC=CC=C1)S(=O)(=O)Cl (benzenesulfonyl chloride). The solvent is CN(C)C=O (DMF), CN(C)C=O (DMF). Run at temperature 0 celsius, time 15 minute. The product is C1(=CC=CC=C1)S(=O)(=O)NC1=CC=C(C=C1)C1=CC=C(C=C1)S(=O)(=O)N1C2C(CC1C(=O)O)CCC2 (1-(4′-Benzenesulfonylaminobiphenyl-4-sulfonyl)octahydro-cyclopenta[b]pyrrole-2-carboxylic acid). RXN SMILES: [NH2:1][C:2]1[CH:7]=[CH:6][C:5]([C:8]2[CH:13]=[CH:12][C:11]([S:14]([N:17]3[CH:21]([C:22]([OH:24])=[O:23])[CH2:20][CH:19]4[CH2:25][CH2:26][CH2:27][CH:18]34)(=[O:16])=[O:15])=[CH:10][CH:9]=2)=[CH:4][CH:3]=1.N1C=CC=CC=1.[C:34]1([S:40](Cl)(=[O:42])=[O:41])[CH:39]=[CH:38][CH:37]=[CH:36][CH:35]=1>CN(C=O)C>[C:34]1([S:40]([NH:1][C:2]2[CH:7]=[CH:6][C:5]([C:8]3[CH:9]=[CH:10][C:11]([S:14]([N:17]4[CH:21]([C:22]([OH:24])=[O:23])[CH2:20][CH:19]5[CH2:25][CH2:26][CH2:27][CH:18]45)(=[O:16])=[O:15])=[CH:12][CH:13]=3)=[CH:4][CH:3]=2)(=[O:42])=[O:41])[CH:39]=[CH:38][CH:37]=[CH:36][CH:35]=1. Procedure: 500 mg (1.30 mmol) of 1-(4′-aminobiphenyl-4-sulfonyl)octahydrocyclopenta[b]pyrrole-2-carboxylic acid were dissolved in 3 ml of DMF, after which the solution was cooled down to 0° C. in an ice bath and 2.6 mmol of pyridine were added. After the mixture had been stirred at 0° C. for 15 min, 1.5 mmol of benzenesulfonyl chloride in 6 ml of DMF were added. The reaction solution was then stirred at RT for a further 12 h. The crude product was purified using chromatographic methods. Reactants: F[B-](F)(F)F, C1COCCN1, CCOC(C)=O, CCN(C(C)C)C(C)C, CC(C(=O)O)n1cc(-c2cnc(N)c(-c3nc4ccccc4s3)c2)cn1, CN(C)C=O, CN(C)C(On1nnc2ccccc21)=[N+](C)C. Product: CC(C(=O)N1CCOCC1)n1cc(-c2cnc(N)c(-c3nc4ccccc4s3)c2)cn1. RXN SMILES: [B-:33]([F:34])([F:35])([F:36])[F:37].[CH2:27]1[CH2:28][O:29][CH2:30][CH2:31][NH:32]1.[CH3:69][CH2:70][O:71][C:72]([CH3:73])=[O:74].[CH:55]([N:56]([CH2:57][CH3:58])[CH:59]([CH3:60])[CH3:61])([CH3:62])[CH3:63].[NH2:1][c:2]1[c:3](-[c:18]2[s:19][c:20]3[c:21]([n:22]2)[cH:23][cH:24][cH:25][cH:26]3)[cH:4][c:5](-[c:8]2[cH:9][n:10][n:11]([CH:13]([C:14](=[O:15])[OH:16])[CH3:17])[cH:12]2)[cH:6][n:7]1.[O:64]=[CH:65][N:66]([CH3:67])[CH3:68].[n:38]1([O:39][C:40]([N:41]([CH3:42])[CH3:43])=[N+:44]([CH3:45])[CH3:46])[c:47]2[cH:48][cH:49][cH:50][cH:51][c:52]2[n:53][n:54]1>>[NH2:1][c:2]1[c:3](-[c:18]2[s:19][c:20]3[c:21]([n:22]2)[cH:23][cH:24][cH:25][cH:26]3)[cH:4][c:5](-[c:8]2[cH:9][n:10][n:11]([CH:13]([C:14](=[O:15])[N:32]3[CH2:27][CH2:28][O:29][CH2:30][CH2:31]3)[CH3:17])[cH:12]2)[cH:6][n:7]1.